Dataset: the Open Reaction Database (ORD), a public repository of structured organic reaction records. Task: describe an organic reaction: reactants, conditions, products, and yield The reactants are CN1C=2C(C(=O)OC1=O)=CC=CC2 (N-methylisatoic anhydride). The solvent is CO (methanol). The product is CNC=1C(C(=O)OC)=CC=CC1 (Methyl N-methylanthranilate). As a reaction SMILES: [CH3:1][N:2]1[C:8](=O)[O:7][C:5](=[O:6])[C:4]2=[CH:10][CH:11]=[CH:12][CH:13]=[C:3]12>CO>[CH3:1][NH:2][C:3]1[C:4](=[CH:10][CH:11]=[CH:12][CH:13]=1)[C:5]([O:7][CH3:8])=[O:6]. Procedure details: As disclosed by Staiger, J. Org. Chem. (1959), 24, 1214-19, N-methylisatoic anhydride reacts with methanol under alkaline conditions to produce Methyl N-methylanthranilate. The reactants are C[SiH](C)OC(CC(C)(C)C)(NC(=O)c1cccc(I)c1)c1ccccc1, COc1ccc(P2(=S)SP(=S)(c3ccc(OC)cc3)S2)cc1, COCCOC, O. Yields the product C[SiH](C)OC(CC(C)(C)C)(NC(=S)c1cccc(I)c1)c1ccccc1. RXN SMILES: [C:1]([CH3:2])([CH3:3])([CH3:4])[CH2:5][C:6]([c:7]1[cH:8][cH:9][cH:10][cH:11][cH:12]1)([NH:13][C:14]([c:15]1[cH:16][c:17]([I:21])[cH:18][cH:19][cH:20]1)=[O:22])[O:23][SiH:24]([CH3:25])[CH3:26].[CH3:27][O:28][c:29]1[cH:30][cH:31][c:32]([P:33]2(=[S:36])[S:34][P:35]([c:37]3[cH:38][cH:39][c:40]([O:41][CH3:42])[cH:43][cH:44]3)(=[S:45])[S:46]2)[cH:47][cH:48]1.[CH3:50][O:51][CH2:52][CH2:53][O:54][CH3:55].[OH2:49]>>[C:1]([CH3:2])([CH3:3])([CH3:4])[CH2:5][C:6]([c:7]1[cH:8][cH:9][cH:10][cH:11][cH:12]1)([NH:13][C:14]([c:15]1[cH:16][c:17]([I:21])[cH:18][cH:19][cH:20]1)=[S:36])[O:23][SiH:24]([CH3:25])[CH3:26].